The task is: describe an organic reaction: reactants, conditions, products, and yield. This data is from the Open Reaction Database (ORD), a public repository of structured organic reaction records. The reactants are C(C(C)C)OC1=C(C(=O)O)C=C(C=C1)S(=O)(=O)C (2-isobutoxy-5-methanesulfonyl-benzoic acid), Cl.N1(CCNCC1)C=1OC2=C(N1)C=CC=C2 (2-piperazin-1-yl-benzoxazole hydrochloride). The product is O1C(=NC2=C1C=CC=C2)N2CCN(CC2)C(=O)C2=C(C=CC(=C2)S(=O)(=O)C)OCC(C)C ((4-Benzoxazol-2-yl-piperazin-1-yl)-(2-isobutoxy-5-methanesulfonyl-phenyl)-methanone). As a reaction SMILES: [CH2:1]([O:5][C:6]1[CH:14]=[CH:13][C:12]([S:15]([CH3:18])(=[O:17])=[O:16])=[CH:11][C:7]=1[C:8]([OH:10])=O)[CH:2]([CH3:4])[CH3:3].Cl.[N:20]1([C:26]2[O:27][C:28]3[CH:34]=[CH:33][CH:32]=[CH:31][C:29]=3[N:30]=2)[CH2:25][CH2:24][NH:23][CH2:22][CH2:21]1>>[O:27]1[C:28]2[CH:34]=[CH:33][CH:32]=[CH:31][C:29]=2[N:30]=[C:26]1[N:20]1[CH2:21][CH2:22][N:23]([C:8]([C:7]2[CH:11]=[C:12]([S:15]([CH3:18])(=[O:17])=[O:16])[CH:13]=[CH:14][C:6]=2[O:5][CH2:1][CH:2]([CH3:3])[CH3:4])=[O:10])[CH2:24][CH2:25]1 |f:1.2|. Reported procedure: Prepared in analogy to example 1.1 b) from 2-isobutoxy-5-methanesulfonyl-benzoic acid (Example 2.4) and 2-piperazin-1-yl-benzoxazole hydrochloride. The crude material was purified by chromatography (SiO2, ethyl acetate) to yield the title compound as a slightly yellow solid. Starting materials: IC1=C(C=CC=C1)OCC=C(C)C (1-iodo-2-(3-methylbut-2-enyloxy)benzene), C(C)(C)N(CC)C(C)C (diisopropylethylamine). Reagents/catalysts: C(C)(=O)[O-].[Pd+2].C(C)(=O)[O-] (palladium acetate). Run in C(CC)#N (propionitrile). Reaction conditions: temperature 100 celsius. Product: C(C)(C)C1=COC2=C1C=CC=C2 (3-isopropylbenzofuran). Yield: 52.0%. RXN SMILES: I[C:2]1[CH:7]=[CH:6][CH:5]=[CH:4][C:3]=1[O:8][CH2:9][CH:10]=[C:11]([CH3:13])[CH3:12].C(N(C(C)C)CC)(C)C>C(#N)CC.C([O-])(=O)C.[Pd+2].C([O-])(=O)C>[CH:11]([C:10]1[C:2]2[CH:7]=[CH:6][CH:5]=[CH:4][C:3]=2[O:8][CH:9]=1)([CH3:13])[CH3:12] |f:3.4.5|. Procedure: A solution of 1-iodo-2-(3-methylbut-2-enyloxy)benzene (5 g, 17.3 mmol) in propionitrile (10 mL) and diisopropylethylamine (9 mL, 52 mmol) is degassed with argon for 15 min. To this solution is added palladium acetate (423 mg, 1.73 mmol) and the reaction is heated to 100° C. overnight. The reaction is then cooled to room temperature and passed through a pad of celite, washing the filter cake with ethyl acetate (50 mL). The ethyl acetate and amine base are then removed under vacuum. The crude reac... Starting materials: N(=NC(=O)N1CCCCC1)C(=O)N1CCCCC1 (1,1′-(azodicarbonyl)dipiperidine), CC1=NN(C=C1CO)C1=NC=CC=C1 ((3-methyl-1-pyridin-2-yl-1H-pyrazol-4-yl)methanol), O=CC1=CC(OC)=C(O)C=C1 (vanillin), C(CCC)P(CCCC)CCCC (tributylphosphine). Solvent: O1CCCC1 (tetrahydrofuran). Conditions: time 15 hour. The product is COC=1C=C(C=O)C=CC1OCC=1C(=NN(C1)C1=NC=CC=C1)C (3-methoxy-4-[(3-methyl-1-pyridin-2-yl-1H-pyrazol-4-yl)methoxy]benzaldehyde). The yield is 77.5%. As a reaction SMILES: [CH3:1][C:2]1[C:6]([CH2:7][OH:8])=[CH:5][N:4]([C:9]2[CH:14]=[CH:13][CH:12]=[CH:11][N:10]=2)[N:3]=1.[O:15]=[CH:16][C:17]1[CH:25]=[CH:24][C:22](O)=[C:19]([O:20][CH3:21])[CH:18]=1.C(P(CCCC)CCCC)CCC.N(C(N1CCCCC1)=O)=NC(N1CCCCC1)=O>O1CCCC1>[CH3:21][O:20][C:19]1[CH:18]=[C:17]([CH:25]=[CH:24][C:22]=1[O:8][CH2:7][C:6]1[C:2]([CH3:1])=[N:3][N:4]([C:9]2[CH:14]=[CH:13][CH:12]=[CH:11][N:10]=2)[CH:5]=1)[CH:16]=[O:15]. Procedure: To a mixture of (3-methyl-1-pyridin-2-yl-1H-pyrazol-4-yl)methanol (1.07 g), vanillin (0.85 g), tributylphosphine (1.70 g) and tetrahydrofuran (100 mL) as added 1,1′-(azodicarbonyl)dipiperidine (2.12 g) at room temperature, and the mixture was stirred for 15 hrs. The precipitated crystals were removed by filtration. The filtrate was concentrated and the residue was subjected to silica gel column chromatography to give 3-methoxy-4-[(3-methyl-1-pyridin-2-yl-1H-pyrazol-4-yl)methoxy]benzaldehyde as c...